This data is from the Open Reaction Database (ORD), a public repository of structured organic reaction records. The task is: describe an organic reaction: reactants, conditions, products, and yield The reactants are O1C(=CC=C1)C1=CC=C(C=C1)O (4-(2-furanyl)phenol), BrCCCCCC1=CC(=NO1)C (5-(5-bromopentyl)-3-methylisoxazole), [OH-].[K+] (potassium hydroxide), ( c ). The solvent is C(C)#N (acetonitrile). Yields the product O1C(=CC=C1)C1=CC=C(OCCCCCC2=CC(=NO2)C)C=C1 (5-{5-[4-(2-Furanyl)phenoxy]pentyl}-3-methylisoxazole). As a reaction SMILES: [O:1]1[CH:5]=[CH:4][CH:3]=[C:2]1[C:6]1[CH:11]=[CH:10][C:9]([OH:12])=[CH:8][CH:7]=1.Br[CH2:14][CH2:15][CH2:16][CH2:17][CH2:18][C:19]1[O:23][N:22]=[C:21]([CH3:24])[CH:20]=1.[OH-].[K+]>C(#N)C>[O:1]1[CH:5]=[CH:4][CH:3]=[C:2]1[C:6]1[CH:11]=[CH:10][C:9]([O:12][CH2:14][CH2:15][CH2:16][CH2:17][CH2:18][C:19]2[O:23][N:22]=[C:21]([CH3:24])[CH:20]=2)=[CH:8][CH:7]=1 |f:2.3|. Procedure: 5-{5-[4-(2-Furanyl)phenoxy]pentyl}-3-methylisoxazole [II; R1 and R2 =H, Het=2-furanyl] was prepared from 3.6 g 4-(2-furanyl)phenol (m.p. 128-129° C., King and Walton, Synthesis 1976, p. 40), 5.4 g 5-(5-bromopentyl)-3-methylisoxazole and 1.5 g potassium hydroxide in acetonitrile according to the procedure of Example 1, part (c), and was obtained (4.2 g) as a light-tan solid, m.p. 86-88° C. when recrystallized from isopropyl acetate.